describe an organic reaction: reactants, conditions, products, and yield From a dataset of the Open Reaction Database (ORD), a public repository of structured organic reaction records. Starting materials: FC1=C(C=C(C=C1)[N+](=O)[O-])C=1C=C(CO)C=CC1 (3-(2-fluoro-5-nitrophenyl)-benzyl alcohol), N1C=NC=C1 (imidazole), [Si](C)(C)(C(C)(C)C)Cl (t-butyldimethylsilylchloride). Solvent: CN(C=O)C (N,N-dimethylformamide). Reaction conditions: time 30 minute. The product is [Si](C)(C)(C(C)(C)C)OCC=1C=C(C=CC1)C=1C=C(C=CC1F)[N+](=O)[O-] (3-(3-t-Butyldimethylsilyloxymethylphenyl)-4-fluoronitrobenzene). Isolated yield 100.0%. Reaction SMILES: [F:1][C:2]1[CH:7]=[CH:6][C:5]([N+:8]([O-:10])=[O:9])=[CH:4][C:3]=1[C:11]1[CH:12]=[C:13]([CH:16]=[CH:17][CH:18]=1)[CH2:14][OH:15].N1C=CN=C1.[Si:24](Cl)([C:27]([CH3:30])([CH3:29])[CH3:28])([CH3:26])[CH3:25]>CN(C)C=O>[Si:24]([O:15][CH2:14][C:13]1[CH:12]=[C:11]([C:3]2[CH:4]=[C:5]([N+:8]([O-:10])=[O:9])[CH:6]=[CH:7][C:2]=2[F:1])[CH:18]=[CH:17][CH:16]=1)([C:27]([CH3:30])([CH3:29])[CH3:28])([CH3:26])[CH3:25]. Reported procedure: A mixture of 4.04 g 3-(2-fluoro-5-nitrophenyl)-benzyl alcohol, 2.23 g imidazole and 2.46 g t-butyldimethylsilylchloride in 100 ml N,N-dimethylformamide was stirred at room temperature for 30 minutes. The reaction mixture was then partitioned between water and ether. The combined organic extracts were washed three times with water, dried and evaporated yielding the product as a yellow oil (5.9 g, 99% yield) which was purified on silica gel to give a yellow solid of m.p. 44°-45° C. NMR (CDCl3, 250... The reactants are C(CCC)[Li] (n-Butyllithium), C(C)(C)(C)[Si](OCCC=1SC=CC1)(C)C (tert-butyldimethyl(2-(thiophen-2-yl)ethoxy)silane), CN(C)C=O (DMF). Solvent: O1CCCC1 (tetrahydrofuran). Conditions: temperature 0 celsius, time 1 hour. Product: [Si](C)(C)(C(C)(C)C)OCCC1=CC=C(S1)C=O (5-(2-(tert-Butyldimethylsilyloxy)ethyl)thiophene-2-carbaldehyde). RXN SMILES: C([Li])CCC.[C:6]([Si:10]([CH3:20])([CH3:19])[O:11][CH2:12][CH2:13][C:14]1[S:15][CH:16]=[CH:17][CH:18]=1)([CH3:9])([CH3:8])[CH3:7].CN([CH:24]=[O:25])C>O1CCCC1>[Si:10]([O:11][CH2:12][CH2:13][C:14]1[S:15][C:16]([CH:24]=[O:25])=[CH:17][CH:18]=1)([C:6]([CH3:7])([CH3:9])[CH3:8])([CH3:20])[CH3:19]. Procedure details: n-Butyllithium (2.5M in hexanes, 30 mL) was added dropwise to a solution of tert-butyldimethyl(2-(thiophen-2-yl)ethoxy)silane (example 4, step a) (16 g) in tetrahydrofuran (250 mL) at −78° C. The reaction mixture was allowed to warm to 0° C. and stirred for 1 h. The reaction was then cooled to −78° C. and DMF (34 mL) was added over 10 min. The reaction mixture was allowed to warm to room temperature and stirred for 18 h. The reaction mixture was partitioned between water and ethyl acetate. The o...